Dataset: the Open Reaction Database (ORD), a public repository of structured organic reaction records. Task: describe an organic reaction: reactants, conditions, products, and yield The reactants are acrylate-XDC, CC(=C)C(=O)OC1C[C@H]2CC[C@@]1(C2(C)C)C (isobornyl methacrylate). Run in C(C)(=O)OCC (ethyl acetate). Yields the product CC(=C)C(=O)OC1C[C@H]2CC[C@@]1(C2(C)C)C.C(C=C)(=O)OCCCC.CC(=C)C(=O)OC1C[C@H]2CC[C@@]1(C2(C)C)C (isobornyl methacrylate butyl acrylate isobornylmethacrylate). RXN SMILES: [CH3:1][C:2]([C:4]([O:6][CH:7]1[C@@:12]2([CH3:16])[C:13]([CH3:15])([CH3:14])[C@H:9]([CH2:10][CH2:11]2)[CH2:8]1)=[O:5])=[CH2:3]>C(OCC)(=O)C>[CH3:3][C:2]([C:4]([O:6][CH:7]1[C@@:12]2([CH3:16])[C:13]([CH3:15])([CH3:14])[C@H:9]([CH2:10][CH2:11]2)[CH2:8]1)=[O:5])=[CH2:1].[C:4]([O:6][CH2:7][CH2:8][CH2:9][CH3:10])(=[O:5])[CH:2]=[CH2:1].[CH3:3][C:2]([C:4]([O:6][CH:7]1[C@@:12]2([CH3:16])[C:13]([CH3:15])([CH3:14])[C@H:9]([CH2:10][CH2:11]2)[CH2:8]1)=[O:5])=[CH2:1] |f:2.3.4|. Procedure: Into a 355 ml clear flint glass bottle were charged 46 parts of polybutyl acrylate-XDC, [I(BT)n ], prepared according to the method of Example 7, 5 parts of isobornyl methacrylate, and 76.5 parts of ethyl acetate. The solution was purged and irradiated and the polymer isolated and dried as described in Example 7. Reaction conditions: time 4 hour. The product is ClC1=CC2=C(NC(C(N=C2C2=CC(=C(C=C2)O)C)CC2=C(C=C(C=C2)F)Cl)=O)C=C1 (7-chloro-3-(2-chloro-4-fluorobenzyl)-5-(4-hydroxy-3-methylphenyl)-1H-benzo[e][1,4]diazepin-2(3H)-one). Reaction SMILES: [Cl:1][C:2]1[CH:31]=[CH:30][C:5]2[NH:6][C:7](=[O:29])[CH:8]([CH2:20][C:21]3[CH:26]=[CH:25][C:24]([F:27])=[CH:23][C:22]=3[Cl:28])[N:9]=[C:10]([C:11]3[CH:16]=[CH:15][C:14]([O:17]C)=[C:13]([CH3:19])[CH:12]=3)[C:4]=2[CH:3]=1.B(Br)(Br)Br>ClCCl>[Cl:1][C:2]1[CH:31]=[CH:30][C:5]2[NH:6][C:7](=[O:29])[CH:8]([CH2:20][C:21]3[CH:26]=[CH:25][C:24]([F:27])=[CH:23][C:22]=3[Cl:28])[N:9]=[C:10]([C:11]3[CH:16]=[CH:15][C:14]([OH:17])=[C:13]([CH3:19])[CH:12]=3)[C:4]=2[CH:3]=1. The solvent is ClCCl (dichloromethane), ClCCl (DCM). Procedure details: 7-Chloro-3-(2-chloro-4-fluorobenzyl)-5-(4-methoxy-3-methylphenyl)-1H-benzo[e][1,4]diazepin-2(3H)-one (0.158 g, 0.345 mmol) was dissolved in dichloromethane (DCM, 2 mL) and BBr3 in DCM (1 M, 1.73 mL, 1.73 mmol) was added dropwise. The mixture was stirred at room temperature for 4 h. then quenched with methanol and diluted with ethyl acetate. The organic solution was washed with saturated sodium bicarbonate (aq) then brine. It was concentrated onto silica gel then chromatographed on silica gel elu... Starting materials: ClC1=CC2=C(NC(C(N=C2C2=CC(=C(C=C2)OC)C)CC2=C(C=C(C=C2)F)Cl)=O)C=C1 (7-Chloro-3-(2-chloro-4-fluorobenzyl)-5-(4-methoxy-3-methylphenyl)-1H-benzo[e][1,4]diazepin-2(3H)-one), B(Br)(Br)Br (BBr3). Reactants: NC1=C(C(=NN1CC1=CC=CC=C1)C1=CC(=CC=C1)OC)C#N (5-amino-1-benzyl-4-cyano-3-(3-methoxy-phenyl)-pyrazole), C(=O)O (formic acid), O (water). Product: C(C1=CC=CC=C1)N1N=C(C=2C1=NC=NC2O)C2=CC(=CC=C2)OC (1-Benzyl-4-hydroxy-3-(3-methoxy-phenyl)-pyrazolo[3,4-d]pyrimidine). RXN SMILES: [NH2:1][C:2]1[N:6]([CH2:7][C:8]2[CH:13]=[CH:12][CH:11]=[CH:10][CH:9]=2)[N:5]=[C:4]([C:14]2[CH:19]=[CH:18][CH:17]=[C:16]([O:20][CH3:21])[CH:15]=2)[C:3]=1[C:22]#[N:23].[CH:24](O)=O.[OH2:27]>>[CH2:7]([N:6]1[C:2]2=[N:1][CH:24]=[N:23][C:22]([OH:27])=[C:3]2[C:4]([C:14]2[CH:19]=[CH:18][CH:17]=[C:16]([O:20][CH3:21])[CH:15]=2)=[N:5]1)[C:8]1[CH:9]=[CH:10][CH:11]=[CH:12][CH:13]=1. Reported procedure: A mixture of 2.55 g (8.38 mmol) of 5-amino-1-benzyl-4-cyano-3-(3-methoxy-phenyl)-pyrazole and 20 ml of 85% aqueous formic acid is heated under reflux for 21 hours and then cooled to room temperature and, with stirring, a small amount of water is added thereto. Filtering and washing the filter residue with water yield the title compound; m.p. 183-185° C.; FAB-MS: (M+H)+ =333. Starting materials: O=C1C=2N=CN(C2N=CN1)CCC(=O)O (3-(1,6-dihydro-6-oxo-9H-purin-9-yl)propanoic acid), CN(CC(C)O)C (1-(dimethylamino)-2-propanol). Yields the product O=C1C=2N=CN(C2N=CN1)CCC(=O)OC(CN(C)C)C (3-(1,6-dihydro-6-oxo-9H-purin-9-yl)propanoic acid, 1-(dimethylamino)-2-propyl ester). Reaction SMILES: [O:1]=[C:2]1[NH:10][CH:9]=[N:8][C:7]2[N:6]([CH2:11][CH2:12][C:13]([OH:15])=[O:14])[CH:5]=[N:4][C:3]1=2.[CH3:16][N:17]([CH3:22])[CH2:18][CH:19](O)[CH3:20]>>[O:1]=[C:2]1[NH:10][CH:9]=[N:8][C:7]2[N:6]([CH2:11][CH2:12][C:13]([O:15][CH:19]([CH3:20])[CH2:18][N:17]([CH3:22])[CH3:16])=[O:14])[CH:5]=[N:4][C:3]1=2. Procedure: 3-(1,6-dihydro-6-oxo-9H-purin-9-yl)propanoic acid, compd with 1-(dimethylamino)-2-propanol (1:1) Starting materials: CS(=O)(=O)OC(C[C@H](CNC(=O)OC(C)(C)C)O[Si](C)(C)C(C)(C)C)C1=CC(=CC(=C1)F)C#N ((3R)-4-((tert-butoxycarbonyl)amino)-3-((tert-butyldimethylsilyl)oxy)-1-(3-cyano-5-fluorophenyl)butyl methanesulfonate), [H-].[Na+] (NaH). The product is [Si](C)(C)(C(C)(C)C)O[C@@H]1CC(N(C1)C(=O)OC(C)(C)C)C1=CC(=CC(=C1)F)C#N ((4R)-tert-butyl 4-((tert-butyldimethylsilyl)oxy)-2-(3-cyano-5-fluorophenyl)pyrrolidine-1-carboxylate). RXN SMILES: CS(O[CH:6]([C:26]1[CH:31]=[C:30]([F:32])[CH:29]=[C:28]([C:33]#[N:34])[CH:27]=1)[CH2:7][C@@H:8]([O:18][Si:19]([C:22]([CH3:25])([CH3:24])[CH3:23])([CH3:21])[CH3:20])[CH2:9][NH:10][C:11]([O:13][C:14]([CH3:17])([CH3:16])[CH3:15])=[O:12])(=O)=O.[H-].[Na+]>CN(C=O)C>[Si:19]([O:18][C@H:8]1[CH2:9][N:10]([C:11]([O:13][C:14]([CH3:17])([CH3:16])[CH3:15])=[O:12])[CH:6]([C:26]2[CH:31]=[C:30]([F:32])[CH:29]=[C:28]([C:33]#[N:34])[CH:27]=2)[CH2:7]1)([C:22]([CH3:25])([CH3:24])[CH3:23])([CH3:21])[CH3:20] |f:1.2|. Reaction conditions: time 12 hour. Solvent: CN(C)C=O (DMF). Procedure details: To a solution of (3R)-4-((tert-butoxycarbonyl)amino)-3-((tert-butyldimethylsilyl)oxy)-1-(3-cyano-5-fluorophenyl)butyl methanesulfonate (I-11) (5.3 g, 10.3 mmol) in DMF (30 mL) at 0° C. was added NaH (0.43 mg of a 60% mineral oil dispersion, 10.8 mmol). The reaction was stirred at room temperature for 12 hours. The reaction was quenched with water and extracted with EtOAc, washed with brine, dried over sodium sulfate, filtered and concentrated. The crude product was purified by column chromatogra... Reactants: CCOC(=O)c1csc(-c2nc3c(C#N)c(C)c(-c4ccccc4)c(N4CCC(N(C)C)C4)c3o2)n1, CCO, Cl, [Na+], [OH-]. Product: Cc1c(-c2ccccc2)c(N2CCC(N(C)C)C2)c2oc(-c3nc(C(=O)O)cs3)nc2c1C#N. As a reaction SMILES: [C:3](#[N:4])[c:5]1[c:6]([CH3:38])[c:7](-[c:32]2[cH:33][cH:34][cH:35][cH:36][cH:37]2)[c:8]([N:24]2[CH2:25][CH:26]([N:29]([CH3:30])[CH3:31])[CH2:27][CH2:28]2)[c:9]2[c:10]1[n:11][c:12](-[c:14]1[s:15][cH:16][c:17]([C:19](=[O:20])[O:21][CH2:22][CH3:23])[n:18]1)[o:13]2.[CH3:40][CH2:41][OH:42].[ClH:39].[Na+:2].[OH-:1]>>[C:3](#[N:4])[c:5]1[c:6]([CH3:38])[c:7](-[c:32]2[cH:33][cH:34][cH:35][cH:36][cH:37]2)[c:8]([N:24]2[CH2:25][CH:26]([N:29]([CH3:30])[CH3:31])[CH2:27][CH2:28]2)[c:9]2[c:10]1[n:11][c:12](-[c:14]1[s:15][cH:16][c:17]([C:19](=[O:20])[OH:21])[n:18]1)[o:13]2. Reactants: ClC=1C(=CC(=NC1)C(=O)O)OCC(F)(F)F (5-Chloro-4-(2,2,2-trifluoro-ethoxy)-pyridine-2-carboxylic acid), NC(C#N)(CC(C)(C)C)C (2-amino-2,4,4-trimethylpentanenitrile). Product: C(#N)C(CC(C)(C)C)(C)NC(=O)C1=NC=C(C(=C1)OCC(F)(F)F)Cl (5-Chloro-4-(2,2,2-trifluoro-ethoxy)-pyridine-2-carboxylic acid (1-cyano-1,3,3-trimethyl-butyl)-amide). Reaction SMILES: [Cl:1][C:2]1[C:3]([O:11][CH2:12][C:13]([F:16])([F:15])[F:14])=[CH:4][C:5]([C:8]([OH:10])=O)=[N:6][CH:7]=1.[NH2:17][C:18]([CH3:26])([CH2:21][C:22]([CH3:25])([CH3:24])[CH3:23])[C:19]#[N:20]>>[C:19]([C:18]([NH:17][C:8]([C:5]1[CH:4]=[C:3]([O:11][CH2:12][C:13]([F:16])([F:15])[F:14])[C:2]([Cl:1])=[CH:7][N:6]=1)=[O:10])([CH3:26])[CH2:21][C:22]([CH3:25])([CH3:24])[CH3:23])#[N:20]. Procedure: The title compound was synthesized in analogy to Example 78e, using 5-Chloro-4-(2,2,2-trifluoro-ethoxy)-pyridine-2-carboxylic acid (Example 24c) and 2-amino-2,4,4-trimethylpentanenitrile (CAN 65260-84-6) as starting materials and isolated (643 mg, 87%) as a yellow oil; MS (ESI, m/z): 378.4 (M+H+). The reactants are FC1=CC2=C(C(=NS2)C)C=C1[N+](=O)[O-] (6-fluoro-3-methyl-5-nitro-1,2-benzisothiazole), C(C)(=O)O (acetic acid). The reagents and catalysts are [Fe] (iron). Run in C(C)(=O)OCC (ethyl acetate). Reaction conditions: temperature 65 celsius, time 1 hour. The product is NC=1C(=CC2=C(C(=NS2)C)C1)F (5-Amino-6-fluoro-3-methyl-1,2-benzisothiazole). Isolated yield 95.6%. RXN SMILES: [F:1][C:2]1[C:11]([N+:12]([O-])=O)=[CH:10][C:5]2[C:6]([CH3:9])=[N:7][S:8][C:4]=2[CH:3]=1.C(O)(=O)C>[Fe].C(OCC)(=O)C>[NH2:12][C:11]1[C:2]([F:1])=[CH:3][C:4]2[S:8][N:7]=[C:6]([CH3:9])[C:5]=2[CH:10]=1. Procedure details: A solution of 6-fluoro-3-methyl-5-nitro-1,2-benzisothiazole (0.740 g, 3.50 mmol), 5% acetic acid (25.0 mL) and ethyl acetate is heated to 65° C., treated with iron powder (0.980 g, 17.5 mmol), stirred at 65° C. for one hour, cooled to room temperature, and filtered to remove solids. The organic phase is separated, washed sequentially with water, saturated sodium hydrogen carbonate solution and brine, dried over anhydrous magnesium sulfate, and concentrated in vacuo to give the title product as a...